From a dataset of the Open Reaction Database (ORD), a public repository of structured organic reaction records. describe an organic reaction: reactants, conditions, products, and yield Reactants: CCCCO, CN(C)CC(O)COc1ccc(N)cc1, CO, Cc1ccc(C)c(Nc2ccnc(Cl)n2)c1, Cl. The product is Cc1ccc(C)c(Nc2ccnc(Nc3ccc(OCC(O)CN(C)C)cc3)n2)c1. As a reaction SMILES: [CH2:35]([OH:36])[CH2:37][CH2:38][CH3:39].[CH3:18][N:19]([CH3:20])[CH2:21][CH:22]([CH2:23][O:24][c:25]1[cH:26][cH:27][c:28]([NH2:29])[cH:30][cH:31]1)[OH:32].[CH3:33][OH:34].[Cl:1][c:2]1[n:3][cH:4][cH:5][c:6]([NH:8][c:9]2[c:10]([CH3:16])[cH:11][cH:12][c:13]([CH3:15])[cH:14]2)[n:7]1.[ClH:17]>>[c:2]1([NH:29][c:28]2[cH:27][cH:26][c:25]([O:24][CH2:23][CH:22]([CH2:21][N:19]([CH3:18])[CH3:20])[OH:32])[cH:31][cH:30]2)[n:3][cH:4][cH:5][c:6]([NH:8][c:9]2[c:10]([CH3:16])[cH:11][cH:12][c:13]([CH3:15])[cH:14]2)[n:7]1. The reactants are CC(C)(O)c1ccc2c(c1)C(=CCCBr)c1cccnc1CO2, CC(C)O, Cc1cc(Cl)ccc1N1CCNCC1, [I-], [K+], Cc1cccc(C)n1. Product: Cc1cc(Cl)ccc1N1CCN(CCC=C2c3cc(C(C)(C)O)ccc3OCc3ncccc32)CC1. Reaction SMILES: [Br:25][CH2:26][CH2:27][CH:28]=[C:29]1[c:30]2[c:31]([cH:40][cH:41][c:42]([C:44]([CH3:45])([CH3:46])[OH:47])[cH:43]2)[O:32][CH2:33][c:34]2[c:35]1[cH:36][cH:37][cH:38][n:39]2.[CH:48]([OH:49])([CH3:50])[CH3:51].[Cl:1][c:2]1[cH:3][c:4]([CH3:14])[c:5]([N:8]2[CH2:9][CH2:10][NH:11][CH2:12][CH2:13]2)[cH:6][cH:7]1.[I-:24].[K+:23].[n:15]1[c:16]([CH3:17])[cH:18][cH:19][cH:20][c:21]1[CH3:22]>>[Cl:1][c:2]1[cH:3][c:4]([CH3:14])[c:5]([N:8]2[CH2:9][CH2:10][N:11]([CH2:26][CH2:27][CH:28]=[C:29]3[c:30]4[c:31]([cH:40][cH:41][c:42]([C:44]([CH3:45])([CH3:46])[OH:47])[cH:43]4)[O:32][CH2:33][c:34]4[c:35]3[cH:36][cH:37][cH:38][n:39]4)[CH2:12][CH2:13]2)[cH:6][cH:7]1. Starting materials: CC(C)CN, CSC1NC(=O)N(c2ccc(C)cc2)C(=O)N1, CC(=O)O, O. Product: Cc1ccc(N2C(=O)NC(NCC(C)C)NC2=O)cc1. Reaction SMILES: [CH2:1]([CH:2]([CH3:3])[CH3:4])[NH2:5].[CH3:10][c:11]1[cH:12][cH:13][c:14]([N:17]2[C:18](=[O:26])[NH:19][CH:20]([S:24][CH3:25])[NH:21][C:22]2=[O:23])[cH:15][cH:16]1.[CH3:6][C:7](=[O:8])[OH:9].[OH2:27]>>[CH2:1]([CH:2]([CH3:3])[CH3:4])[NH:5][CH:20]1[NH:19][C:18](=[O:26])[N:17]([c:14]2[cH:13][cH:12][c:11]([CH3:10])[cH:16][cH:15]2)[C:22](=[O:23])[NH:21]1. Starting materials: ClC1=CC2=C(C(=N1)C=O)C(=NN2C(C2=CC=CC=C2)(C2=CC=CC=C2)C2=CC=CC=C2)OC (6-chloro-3-methoxy-1-trityl-1H-pyrazolo[4,3-c]pyridine-4-carbaldehyde), C(C)(=O)[O-].[Na+] (sodium acetate), NO (hydroxylamine). The solvent is C(C)O (Ethanol). Conditions: temperature 70 celsius, time 1 hour. Product: ClC1=CC2=C(C(=N1)/C=N/O)C(=NN2C(C2=CC=CC=C2)(C2=CC=CC=C2)C2=CC=CC=C2)OC ((E)-6-chloro-3-methoxy-1-trityl-1H-pyrazolo[4,3-c]pyridine-4-carbaldehyde oxime). RXN SMILES: [Cl:1][C:2]1[N:7]=[C:6]([CH:8]=O)[C:5]2[C:10]([O:32][CH3:33])=[N:11][N:12]([C:13]([C:26]3[CH:31]=[CH:30][CH:29]=[CH:28][CH:27]=3)([C:20]3[CH:25]=[CH:24][CH:23]=[CH:22][CH:21]=3)[C:14]3[CH:19]=[CH:18][CH:17]=[CH:16][CH:15]=3)[C:4]=2[CH:3]=1.C([O-])(=O)C.[Na+].[NH2:39][OH:40]>C(O)C>[Cl:1][C:2]1[N:7]=[C:6](/[CH:8]=[N:39]/[OH:40])[C:5]2[C:10]([O:32][CH3:33])=[N:11][N:12]([C:13]([C:26]3[CH:27]=[CH:28][CH:29]=[CH:30][CH:31]=3)([C:20]3[CH:25]=[CH:24][CH:23]=[CH:22][CH:21]=3)[C:14]3[CH:15]=[CH:16][CH:17]=[CH:18][CH:19]=3)[C:4]=2[CH:3]=1 |f:1.2|. Reported procedure: 6-chloro-3-methoxy-1-trityl-1H-pyrazolo[4,3-c]pyridine-4-carbaldehyde (11B, 100 mg, 0.220 mmol), sodium acetate (54.2 mg, 0.661 mmol), and hydroxylamine (21.8 mg, 0.331 mmol) were taken up in Ethanol (2.2 ml). The reaction was allowed to stir at 70° C. for 1 hour. Room temperature was attained and the reaction mixture was concentrated in vacuo. The mixture was partitioned between EtOAc and saturated NaHCO3. The combined orgniac layers were washed with brine, dried over MgSO4, and concentrated in... Starting materials: ClC=1N=CC(=NC1)C(=O)OC (methyl 5-chloropyrazine-2-carboxylate), CN1N=C(C=C1)NC(=O)C1=CC2=C(CC(O2)(C)C)C(=C1)O (4-hydroxy-2,2-dimethyl-2,3-dihydro-benzofuran-6-carboxylic acid (1-methyl-1H-pyrazol-3-yl)-amide), C(=O)([O-])[O-].[Cs+].[Cs+] (Cs2CO3). Solvent: CN(C)C=O (DMF). Conditions: temperature 160 celsius. Yields the product COC(=O)C1=NC=C(N=C1)OC1=CC(=CC2=C1CC(O2)(C)C)C(NC2=NN(C=C2)C)=O (5-[2,2-Dimethyl-6-(1-methyl-1H-pyrazol-3-ylcarbamoyl)-2,3-dihydro-benzofuran-4-yloxy]-pyrazine-2-carboxylic acid methyl ester). Yield: 48.2%. RXN SMILES: Cl[C:2]1[N:3]=[CH:4][C:5]([C:8]([O:10][CH3:11])=[O:9])=[N:6][CH:7]=1.[CH3:12][N:13]1[CH:17]=[CH:16][C:15]([NH:18][C:19]([C:21]2[CH:31]=[C:30]([OH:32])[C:24]3[CH2:25][C:26]([CH3:29])([CH3:28])[O:27][C:23]=3[CH:22]=2)=[O:20])=[N:14]1.C([O-])([O-])=O.[Cs+].[Cs+]>CN(C=O)C>[CH3:11][O:10][C:8]([C:5]1[CH:4]=[N:3][C:2]([O:32][C:30]2[C:24]3[CH2:25][C:26]([CH3:28])([CH3:29])[O:27][C:23]=3[CH:22]=[C:21]([C:19](=[O:20])[NH:18][C:15]3[CH:16]=[CH:17][N:13]([CH3:12])[N:14]=3)[CH:31]=2)=[CH:7][N:6]=1)=[O:9] |f:2.3.4|. Reported procedure: A mixture of methyl 5-chloropyrazine-2-carboxylate (60.1 mg, 0.348 mmol), 4-hydroxy-2,2-dimethyl-2,3-dihydro-benzofuran-6-carboxylic acid (1-methyl-1H-pyrazol-3-yl)-amide (31a) (100 mg, 0.348 mmol) and Cs2CO3 (227 mg, 0.696 mmol) in DMF was heated to 160° C. in a microwave for 30 min, cooled to room temperature, quenched with H2O and extracted with 3×EtOAc. The combined organic layer was washed with 2×H2O, dried over Na2SO4 and concentrated. The residue was purified by column chromatography elut... Starting materials: N[C@H](C(=O)N[C@H](C(=O)N[C@@H](CC1CCC1)B1O[C@@]2([C@H](O1)C[C@H]1C([C@@H]2C1)(C)C)C)CC1=CC=CC=C1)CCC1=CC=CC=C1 ((2S)-2-amino-N-[(1S)-1-benzyl-2-({(1R)-2-cyclobutyl-1-[(3aS,4S,6S,7aR)-3a,5,5-trimethylhexahydro-4,6-methano-1,3,2-benzodioxaborol-2-yl]ethyl}amino)-2-oxoethyl]-4-phenylbutanamide), C(C)(=O)OC(C)=O (acetic anhydride), C(C)(C)N(C(C)C)CC (N,N-diisopropylethylamine), Cl (HCl), C(C)#N (acetonitrile), N,N-dimethylaminopyridine. Run at time 8 hour. The product is C(C)(=O)N[C@H](C(=O)N[C@H](C(=O)N[C@@H](CC1CCC1)B1O[C@@]2([C@H](O1)C[C@H]1C([C@@H]2C1)(C)C)C)CC1=CC=CC=C1)CCC1=CC=CC=C1 ((2S)-2-(acetylamino)-N-[(1S)-1-benzyl-2-({(1R)-2-cyclobutyl-1-[(3aS,4S,6S,7aR)-3a,5,5-trimethylhexahydro-4,6-methano-1,3,2-benzodioxaborol-2-yl]ethyl}amino)-2-oxoethyl]-4-phenylbutanamide). Yield: 53.0%. As a reaction SMILES: [NH2:1][C@@H:2]([CH2:36][CH2:37][C:38]1[CH:43]=[CH:42][CH:41]=[CH:40][CH:39]=1)[C:3]([NH:5][C@@H:6]([CH2:29][C:30]1[CH:35]=[CH:34][CH:33]=[CH:32][CH:31]=1)[C:7]([NH:9][C@H:10]([B:16]1[O:20][C@@H:19]2[CH2:21][C@@H:22]3[CH2:25][C@H:24]([C@:18]2([CH3:28])[O:17]1)[C:23]3([CH3:27])[CH3:26])[CH2:11][CH:12]1[CH2:15][CH2:14][CH2:13]1)=[O:8])=[O:4].Cl.C(#N)C.[C:48](OC(=O)C)(=[O:50])[CH3:49].C(N(CC)C(C)C)(C)C>>[C:48]([NH:1][C@@H:2]([CH2:36][CH2:37][C:38]1[CH:43]=[CH:42][CH:41]=[CH:40][CH:39]=1)[C:3]([NH:5][C@@H:6]([CH2:29][C:30]1[CH:35]=[CH:34][CH:33]=[CH:32][CH:31]=1)[C:7]([NH:9][C@H:10]([B:16]1[O:20][C@@H:19]2[CH2:21][C@@H:22]3[CH2:25][C@H:24]([C@:18]2([CH3:28])[O:17]1)[C:23]3([CH3:26])[CH3:27])[CH2:11][CH:12]1[CH2:15][CH2:14][CH2:13]1)=[O:8])=[O:4])(=[O:50])[CH3:49]. Reported procedure: Into a 20 mL scintillation vial was added (2S)-2-amino-N-[(1S)-1-benzyl-2-({(1R)-2-cyclobutyl-1-[(3aS,4S,6S,7aR)-3a,5,5-trimethylhexahydro-4,6-methano-1,3,2-benzodioxaborol-2-yl]ethyl}amino)-2-oxoethyl]-4-phenylbutanamide.HCl (52.0 mg, 0.0836 mmol), acetonitrile (5.20 mL, 0.0996 mol), acetic anhydride (8.68 μL, 0.092 mmol), N,N-diisopropylethylamine (36.4 μL, 0.209 mmol) and N,N-dimethylaminopyridine (0.0005 g, 0.004 mmol). The mixture was stirred overnight and the precipitate was filtered and w... Starting materials: [Br-], CC(=O)c1ccc(Br)s1, C1CCOC1, C[Mg+]. The product is CC(C)(O)c1ccc(Br)s1. As a reaction SMILES: [Br-:10].[C:1]([CH3:2])(=[O:3])[c:4]1[s:5][c:6]([Br:9])[cH:7][cH:8]1.[CH2:13]1[O:14][CH2:15][CH2:16][CH2:17]1.[CH3:11][Mg+:12]>>[C:1]([CH3:2])([OH:3])([c:4]1[s:5][c:6]([Br:9])[cH:7][cH:8]1)[CH3:11]. Reactants: Compound 12, CC1=C(SC(=C1)C)CC(=O)O (3,5-dimethylthiopheneacetic acid), [Na] (sodium), OC1=CC(OC(=C1)C)=O (4-hydroxy-6-methyl-2-pyrone), C1CCC(CC1)N=C=NC2CCCCC2 (DCC), C(O)([O-])=O.[Na+] (sodium hydrogen carbonate). Reagents/catalysts: CN(C)C=1C=CN=CC1 (DMAP). Run in C(C)O (ethanol), C1(=CC=CC=C1)C (toluene). Run at time 8 hour. The product is CC1=C(SC(=C1)C)CC(=O)C=1C(OC(=CC1O)C)=O (3-{2-(3,5-dimethylthiophene-2-yl)}acetyl-4-hydroxy-6-methyl-pyrone). As a reaction SMILES: [CH3:1][C:2]1[CH:6]=[C:5]([CH3:7])[S:4][C:3]=1[CH2:8][C:9]([OH:11])=O.[OH:12][C:13]1[CH:18]=[C:17]([CH3:19])[O:16][C:15](=[O:20])[CH:14]=1.C1CCC(N=C=NC2CCCCC2)CC1.[Na].C(=O)([O-])O.[Na+]>C1(C)C=CC=CC=1.CN(C1C=CN=CC=1)C.C(O)C>[CH3:1][C:2]1[CH:6]=[C:5]([CH3:7])[S:4][C:3]=1[CH2:8][C:9]([C:14]1[C:15](=[O:20])[O:16][C:17]([CH3:19])=[CH:18][C:13]=1[OH:12])=[O:11] |f:4.5,^1:35|. Reported procedure: The 3.82 g (22.4 mmol) of 3,5-dimethylthiopheneacetic acid, 2.87 g (22.7 mmol) of 4-hydroxy-6-methyl-2-pyrone and 5.13 g (24.8 mmol) of DCC were suspended in 70 ml of toluene, then 273 mg (2.23 mmol) of DMAP added and stirring carried out overnight at 90° C. The reaction liquid was cooled to room temperature and the insoluble material filtered off. The mother liquor was concentrated and the residue purified by column chromatography. The solid obtained was recrystallized from ethanol and Compound... Starting materials: C(C1=CC=CC=C1)O[C@@H](C=O)[C@@H]1[C@H]([C@@H]([C@H]2N=C(S[C@H]2O1)N(C)C)OCC1=CC=CC=C1)OCC1=CC=CC=C1 ((R)-2-(benzyloxy)-2-((3aR,5S,6S,7R,7aR)-6,7-bis(benzyloxy)-2-(dimethylamino)-5,6,7,7a-tetrahydro-3aH-pyrano[3,2-d]thiazol-5-yl)acetaldehyde), [BH4-].[Na+] (NaBH4). Run in O (H2O). Product: C(C1=CC=CC=C1)O[C@H](C=O)[C@H]1[C@H]([C@@H]([C@H]2N=C(S[C@H]2O1)N(C)C)OCC1=CC=CC=C1)OCC1=CC=CC=C1 ((S)-2-(benzyloxy)-2-((3aR,5R,6S,7R,7aR)-6,7-bis(benzyloxy)-2-(dimethylamino)-5,6,7,7a-tetrahydro-3aH-pyrano[3,2-d]thiazol-5-yl)ethanal). The yield is 81.3%. As a reaction SMILES: [CH2:1]([O:8][C@H:9]([C@H:12]1[O:20][C@H:19]2[C@H:15]([N:16]=[C:17]([N:21]([CH3:23])[CH3:22])[S:18]2)[C@@H:14]([O:24][CH2:25][C:26]2[CH:31]=[CH:30][CH:29]=[CH:28][CH:27]=2)[C@@H:13]1[O:32][CH2:33][C:34]1[CH:39]=[CH:38][CH:37]=[CH:36][CH:35]=1)[CH:10]=[O:11])[C:2]1[CH:7]=[CH:6][CH:5]=[CH:4][CH:3]=1.[BH4-].[Na+]>O>[CH2:1]([O:8][C@@H:9]([C@@H:12]1[O:20][C@H:19]2[C@H:15]([N:16]=[C:17]([N:21]([CH3:23])[CH3:22])[S:18]2)[C@@H:14]([O:24][CH2:25][C:26]2[CH:27]=[CH:28][CH:29]=[CH:30][CH:31]=2)[C@@H:13]1[O:32][CH2:33][C:34]1[CH:35]=[CH:36][CH:37]=[CH:38][CH:39]=1)[CH:10]=[O:11])[C:2]1[CH:3]=[CH:4][CH:5]=[CH:6][CH:7]=1 |f:1.2|. Reported procedure: A solution of 98 (1.5 g, 2.7 mmol) (Prepared according to the synthesis of Example 149 and 150), step 6) was treated with NaBH4 (504 mg, 13 mmol) for 1 hour at 0° C. The resulting solution was diluted with H2O (60 mL) and extracted with ethyl acetate (3×30 mL). The combined organic layer was dried over anhydrous sodium sulfate, filtered and concentrated to give a residue, which was purified by silica gel column, eluted with 20%-50% ethyl acetate in petroleum ether to give 102 as brown syrup (1.2...